From a dataset of the Open Reaction Database (ORD), a public repository of structured organic reaction records. describe an organic reaction: reactants, conditions, products, and yield Starting materials: solution, C[Si](C)(C)[N-][Si](C)(C)C.[Na+] (NaN(TMS)2), C(C1=CC=CC=C1)OCCl (chloromethyl benzyl ether), O=C1CC(N(C2=C(N1CC(=O)N(C1=CC=C(C=C1)OC)C(C)C)C=CC=C2)C2=CC=CC=C2)=O (2-(2,4-Dioxo-5-phenyl-2,3,4,5-tetrahydro-benzo[b][1,4]diazepin-1-yl)-N-isopropyl-N-(4-methoxy-phenyl) acetamide), Intermediate 4. The solvent is CN(C)C=O (DMF), C1CCOC1 (THF). Conditions: time 5 minute. The product is C(C1=CC=CC=C1)OCC1C(N(C2=C(N(C1=O)CC(=O)N(C1=CC=C(C=C1)OC)C(C)C)C=CC=C2)C2=CC=CC=C2)=O (2-[3-(Benzyloxymethyl)-2,4-dioxo-5-phenyl-2,3,4,5-tetrahydro-benzo[b][1,4]diazepin-1-yl]-N-isopropyl-N-(4-methoxy-phenyl)-acetamide). Yield: 39.7%. As a reaction SMILES: [O:1]=[C:2]1[N:8]([CH2:9][C:10]([N:12]([CH:21]([CH3:23])[CH3:22])[C:13]2[CH:18]=[CH:17][C:16]([O:19][CH3:20])=[CH:15][CH:14]=2)=[O:11])[C:7]2[CH:24]=[CH:25][CH:26]=[CH:27][C:6]=2[N:5]([C:28]2[CH:33]=[CH:32][CH:31]=[CH:30][CH:29]=2)[C:4](=[O:34])[CH2:3]1.C[Si]([N-][Si](C)(C)C)(C)C.[Na+].[CH2:45]([O:52][CH2:53]Cl)[C:46]1[CH:51]=[CH:50][CH:49]=[CH:48][CH:47]=1>CN(C=O)C.C1COCC1>[CH2:45]([O:52][CH2:53][CH:3]1[C:2](=[O:1])[N:8]([CH2:9][C:10]([N:12]([CH:21]([CH3:23])[CH3:22])[C:13]2[CH:18]=[CH:17][C:16]([O:19][CH3:20])=[CH:15][CH:14]=2)=[O:11])[C:7]2[CH:24]=[CH:25][CH:26]=[CH:27][C:6]=2[N:5]([C:28]2[CH:29]=[CH:30][CH:31]=[CH:32][CH:33]=2)[C:4]1=[O:34])[C:46]1[CH:51]=[CH:50][CH:49]=[CH:48][CH:47]=1 |f:1.2|. Reported procedure: To a stirring solution of 1.0 g (2.18 mmol) of 2-(2,4-Dioxo-5-phenyl-2,3,4,5-tetrahydro-benzo[b][1,4]diazepin-1-yl)-N-isopropyl-N-(4-methoxy-phenyl) acetamide, prepared as in Intermediate 4, in 10 mL of DMF at -5° C. is added 2.40 mL (2.40 mmol, 1.1 equiv) of a 1.0M solution of NaN(TMS)2 in THF. The resulting solution is stirred 5 min, and then 530 μL (3.05 mmol, 1.4 equiv) of chloromethyl benzyl ether (80%, tech.) is added neat. The resulting solution is stirred for 1 h at RT then quenched with...